From a dataset of the Open Reaction Database (ORD), a public repository of structured organic reaction records. describe an organic reaction: reactants, conditions, products, and yield The reactants are C1(=CC=CC=C1)C1=NOC(=C1C(=O)NC)CC(C1=CC=CC=C1)O (3-phenyl-5-(β-hydroxyphenethyl)-N-methyl-isoxazole-4-carboxamide), [H][H] (hydrogen). The reagents and catalysts are [Pd] (Palladium on carbon). The solvent is C(C)O (ethanol). Product: NC(C1=CC=CC=C1)=C(C(=O)NC)C(CC(C1=CC=CC=C1)O)=O (2-(α-aminobenzylidene)-5-hydroxy-N-methyl-3-oxo-5-phenylvaleramide). Reaction SMILES: [C:1]1([C:7]2[C:11]([C:12]([NH:14][CH3:15])=[O:13])=[C:10]([CH2:16][CH:17]([OH:24])[C:18]3[CH:23]=[CH:22][CH:21]=[CH:20][CH:19]=3)[O:9][N:8]=2)[CH:6]=[CH:5][CH:4]=[CH:3][CH:2]=1.[H][H]>[Pd].C(O)C>[NH2:8][C:7](=[C:11]([C:10](=[O:9])[CH2:16][CH:17]([OH:24])[C:18]1[CH:19]=[CH:20][CH:21]=[CH:22][CH:23]=1)[C:12]([NH:14][CH3:15])=[O:13])[C:1]1[CH:2]=[CH:3][CH:4]=[CH:5][CH:6]=1. Procedure details: A mixture of 30.0 grams (0.093 mole) of 3-phenyl-5-(β-hydroxyphenethyl)-N-methyl-isoxazole-4-carboxamide, 600 milliliters of ethanol and 3.0 grams of 10 percent Palladium on carbon in hydrogenated at 50 p.s.i. until 1 equivalent of hydrogen is absorbed (about 5 hours). The mixture is filtered and the filtrate evaporated in vacuo. The residue is then crystallized from methylene chloride petroleum ether to give 2-(α-aminobenzylidene)-5-hydroxy-N-methyl-3-oxo-5-phenylvaleramide, m.p. 72° C. - 76° C... Starting materials: COC=1C=C2C=CC(=C(C2=CC1)OC1=CC=C(C=C1)OCCN1CCCCC1)C1=CC=C(S1)C(C)(C)O (2-(5-(6-methoxy-1-(4-(2-(piperidin-1-yl)ethoxy)phenoxy)naphthalen-2-yl)thiophen-2-yl)propan-2-ol), C(C)[SiH](CC)CC (triethylsilane), FC(C(=O)O)(F)F (trifluoroacetic acid). Run in ClCCl (dichloromethane). Yields the product C(C)(C)C1=CC=C(S1)C1=C(C2=CC=C(C=C2C=C1)OC)OC1=CC=C(OCCN2CCCCC2)C=C1 (1-(2-(4-(2-(5-isopropylthiophen-2-yl)-6-methoxynaphthalen-1-yloxy)phenoxy)ethyl)piperidine). The yield is 93.7%. RXN SMILES: [CH3:1][O:2][C:3]1[CH:4]=[C:5]2[C:10](=[CH:11][CH:12]=1)[C:9]([O:13][C:14]1[CH:19]=[CH:18][C:17]([O:20][CH2:21][CH2:22][N:23]3[CH2:28][CH2:27][CH2:26][CH2:25][CH2:24]3)=[CH:16][CH:15]=1)=[C:8]([C:29]1[S:33][C:32]([C:34](O)([CH3:36])[CH3:35])=[CH:31][CH:30]=1)[CH:7]=[CH:6]2.C([SiH](CC)CC)C.FC(F)(F)C(O)=O>ClCCl>[CH:34]([C:32]1[S:33][C:29]([C:8]2[CH:7]=[CH:6][C:5]3[C:10](=[CH:11][CH:12]=[C:3]([O:2][CH3:1])[CH:4]=3)[C:9]=2[O:13][C:14]2[CH:15]=[CH:16][C:17]([O:20][CH2:21][CH2:22][N:23]3[CH2:28][CH2:27][CH2:26][CH2:25][CH2:24]3)=[CH:18][CH:19]=2)=[CH:30][CH:31]=1)([CH3:36])[CH3:35]. Procedure details: Add 2-(5-(6-methoxy-1-(4-(2-(piperidin-1-yl)ethoxy)phenoxy)naphthalen-2-yl)thiophen-2-yl)propan-2-ol (84 mg; 0.16 mmol), triethylsilane (1.7 mL) and dichloromethane (0.85 mL) to a flask under argon. Add trifluoroacetic acid (0.81 mL) and stir the resulting mixture for 45 minutes. Load the mixture onto an SCX acidic ion exchange column. Flush the column with 1:2 methanol/dichloromethane and elute with 1:2 2M ammonia in methanol/dichloromethane. Concentrate the ammonia containing eluent in vacuo t... The reactants are CN(C)C=O, N#Cc1cc(Cl)ccc1F, [H-], [Na+], O=C1NCCO1. The product is N#Cc1cc(Cl)ccc1N1CCOC1=O. As a reaction SMILES: [CH3:19][N:20]([CH3:21])[CH:22]=[O:23].[Cl:9][c:10]1[cH:11][cH:12][c:13]([F:18])[c:14]([C:15]#[N:16])[cH:17]1.[H-:7].[Na+:8].[O:1]1[C:2](=[O:6])[NH:3][CH2:4][CH2:5]1>>[O:1]1[C:2](=[O:6])[N:3]([c:13]2[cH:12][cH:11][c:10]([Cl:9])[cH:17][c:14]2[C:15]#[N:16])[CH2:4][CH2:5]1. The reactants are Cl (HCl), ClC1=C(C(=O)OC)C=C(C=C1)CNC(C(C)(C)C)=O (methyl 2-chloro-5-[(2,2-dimethylpropanoylamino)methyl]benzoate), O1CCOCC1 (1,4-dioxane), [OH-].[Li+] (lithium hydroxide). Run in O (water). Conditions: time 1 hour. Yields the product ClC1=C(C(=O)O)C=C(C=C1)CNC(C(C)(C)C)=O (2-Chloro-5-[(2,2-dimethylpropanoylamino)methyl]benzoic acid). Yield: 77.7%. RXN SMILES: [Cl:1][C:2]1[CH:11]=[CH:10][C:9]([CH2:12][NH:13][C:14](=[O:19])[C:15]([CH3:18])([CH3:17])[CH3:16])=[CH:8][C:3]=1[C:4]([O:6]C)=[O:5].O1CCOCC1.[OH-].[Li+].Cl>O>[Cl:1][C:2]1[CH:11]=[CH:10][C:9]([CH2:12][NH:13][C:14](=[O:19])[C:15]([CH3:17])([CH3:16])[CH3:18])=[CH:8][C:3]=1[C:4]([OH:6])=[O:5] |f:2.3|. Reported procedure: Add methyl 2-chloro-5-[(2,2-dimethylpropanoylamino)methyl]benzoate (1.05 kg, 3.7 mol), 1,4-dioxane (5.25 L) and water (3.15 L) together and then add lithium hydroxide (407.8 g, 9.6 mol). Stir the resulting suspension at room temperature for one hour. Acidify the mixture to pH 1 with 5 N aqueous HCl in a dropwise fashion at a rate such that the internal temperature does not exceed 30° C. Concentrate the solution to remove approximately 6 L of solvent, and cool the resulting suspension to 10° C. F...